From a dataset of the Open Reaction Database (ORD), a public repository of structured organic reaction records. describe an organic reaction: reactants, conditions, products, and yield The reactants are C1COCCO1, COC(=O)C=Cc1c(Cl)nc(C)n1Cc1ccc(-c2ccco2)cc1Cl, Cl, [Na+], [OH-]. The product is Cc1nc(Cl)c(C=CC(=O)O)n1Cc1ccc(-c2ccco2)cc1Cl. Reaction SMILES: [CH2:30]1[O:31][CH2:32][CH2:33][O:34][CH2:35]1.[Cl:1][c:2]1[n:3][c:4]([CH3:26])[n:5]([CH2:13][c:14]2[c:15]([Cl:25])[cH:16][c:17](-[c:20]3[o:21][cH:22][cH:23][cH:24]3)[cH:18][cH:19]2)[c:6]1[CH:7]=[CH:8][C:9](=[O:10])[O:11][CH3:12].[ClH:29].[Na+:28].[OH-:27]>>[Cl:1][c:2]1[n:3][c:4]([CH3:26])[n:5]([CH2:13][c:14]2[c:15]([Cl:25])[cH:16][c:17](-[c:20]3[o:21][cH:22][cH:23][cH:24]3)[cH:18][cH:19]2)[c:6]1[CH:7]=[CH:8][C:9](=[O:10])[OH:11].